Dataset: the Open Reaction Database (ORD), a public repository of structured organic reaction records. Task: describe an organic reaction: reactants, conditions, products, and yield Starting materials: CC(C)(C)c1ccc(CC(=O)O)c(C(=O)c2ccc(CC(=O)O)cc2)c1, CCO, [Cu+2], N, O, O=S(=O)([O-])[O-], [Zn]. Product: CC(C)(C)c1ccc(CC(=O)O)c(Cc2ccc(CC(=O)O)cc2)c1. RXN SMILES: [C:3]([CH3:4])([CH3:5])([CH3:6])[c:7]1[cH:8][c:9]([C:17]([c:18]2[cH:19][cH:20][c:21]([CH2:24][C:25](=[O:26])[OH:27])[cH:22][cH:23]2)=[O:28])[c:10]([CH2:13][C:14](=[O:15])[OH:16])[cH:11][cH:12]1.[CH3:29][CH2:30][OH:31].[Cu+2:38].[NH3:1].[OH2:2].[S:33]([O-:34])([O-:35])(=[O:36])=[O:37].[Zn:32]>>[C:3]([CH3:4])([CH3:5])([CH3:6])[c:7]1[cH:8][c:9]([CH2:17][c:18]2[cH:19][cH:20][c:21]([CH2:24][C:25](=[O:26])[OH:27])[cH:22][cH:23]2)[c:10]([CH2:13][C:14](=[O:15])[OH:16])[cH:11][cH:12]1. Reactants: C1(=CC=CC=C1)C1=NCCN=C1C1=CC=CC=C1 (2,3-diphenyl-5,6-dihydropyrazine), C(C1=CC(=CC=C1)OC)=O (m-anisaldehyde). Solvent: CO.O (methanol water). Yields the product C1(=CC=CC=C1)C1=NC=C(N=C1C1=CC=CC=C1)CC1=CC(=CC=C1)OC (2,3-Diphenyl-5-(m-methoxybenzyl)pyrazine). As a reaction SMILES: [C:1]1([C:7]2[C:12]([C:13]3[CH:18]=[CH:17][CH:16]=[CH:15][CH:14]=3)=[N:11][CH2:10][CH2:9][N:8]=2)[CH:6]=[CH:5][CH:4]=[CH:3][CH:2]=1.[CH:19](=O)[C:20]1[CH:25]=[CH:24][CH:23]=[C:22]([O:26][CH3:27])[CH:21]=1>CO.O>[C:1]1([C:7]2[C:12]([C:13]3[CH:14]=[CH:15][CH:16]=[CH:17][CH:18]=3)=[N:11][C:10]([CH2:19][C:20]3[CH:25]=[CH:24][CH:23]=[C:22]([O:26][CH3:27])[CH:21]=3)=[CH:9][N:8]=2)[CH:6]=[CH:5][CH:4]=[CH:3][CH:2]=1 |f:2.3|. Procedure: The same procedures as in Example 3 were repeated using 2,3-diphenyl-5,6-dihydropyrazine and m-anisaldehyde. 2,3-Diphenyl-5-(m-methoxybenzyl)pyrazine was obtained as colorless prisms, m.p. 65°-66° C. (recrystallized from methanol-water). Physical properties of the product support a chemical structure of the below formula (IX). Reactants: N1N=NC2=C1C=CC(=C2)C(=O)O (1H-benzo[d][1,2,3]triazole-5-carboxylic acid), [H-].[Na+] (sodium hydride), O (Water), CC1(N(COC1)C(=O)Cl)C (4,4-dimethyloxazolidine-3-carbonyl chloride). Run in O1CCCC1 (tetrahydrofuran), CN(C=O)C (dimethylformamide), O1CCCC1 (tetrahydrofuran), O1CCCC1 (tetrahydrofuran). Reaction conditions: time 30 minute. Yields the product CC1(N(COC1)C(=O)N1N=NC2=C1C=CC(=C2)C(=O)O)C (1-(4,4-dimethyloxazolidine-3-carbonyl)-1H-benzo[d][1,2,3]triazole-5-carboxylic acid). The yield is 15.7%. As a reaction SMILES: [NH:1]1[C:5]2[CH:6]=[CH:7][C:8]([C:10]([OH:12])=[O:11])=[CH:9][C:4]=2[N:3]=[N:2]1.[H-].[Na+].[CH3:15][C:16]1([CH3:24])[CH2:20][O:19][CH2:18][N:17]1[C:21](Cl)=[O:22].O>O1CCCC1.CN(C)C=O>[CH3:15][C:16]1([CH3:24])[CH2:20][O:19][CH2:18][N:17]1[C:21]([N:1]1[C:5]2[CH:6]=[CH:7][C:8]([C:10]([OH:12])=[O:11])=[CH:9][C:4]=2[N:3]=[N:2]1)=[O:22] |f:1.2|. Procedure details: A solution of 1H-benzo[d][1,2,3]triazole-5-carboxylic acid (3 g, 18.39 mmol) in a mixture of tetrahydrofuran (90 mL) and dimethylformamide (50 mL) was added dropwise to a stirred suspension of sodium hydride (1.839 g, 46 mmol) in tetrahydrofuran (30 mL) at 0° C. The suspension was allowed to stir at room temperature for 30 minutes before adding dropwise, at 0° C., a solution of 4,4-dimethyloxazolidine-3-carbonyl chloride (3.16 g, 19.31 mmol) in tetrahydrofuran (10 mL). The reaction mixture was a... Reactants: ClCCl (dichloromethane), C(C(=O)Cl)(=O)Cl (oxalyl chloride), CS(=O)C (dimethylsulfoxide), ClCCl (dichloromethane), OCCN1C(C=C(C2=CC=C(C=C12)C(F)(F)F)OC)=O (1-(2-hydroxyethyl)-4-methoxy-7-trifluoromethylquinolin-2(1H)-one). Solvent: C(C)N(CC)CC (triethylamine), O (water). Conditions: time 13 minute. Product: COC1=CC(N(C2=CC(=CC=C12)C(F)(F)F)CC=O)=O ((4-methoxy-7-trifluoromethyl-2-oxoquinolin-1(2H)-yl)acetaldehyde). Reaction SMILES: ClCCl.C(Cl)(=O)C(Cl)=O.CS(C)=O.[OH:14][CH2:15][CH2:16][N:17]1[C:26]2[C:21](=[CH:22][CH:23]=[C:24]([C:27]([F:30])([F:29])[F:28])[CH:25]=2)[C:20]([O:31][CH3:32])=[CH:19][C:18]1=[O:33]>O.C(N(CC)CC)C>[CH3:32][O:31][C:20]1[C:21]2[C:26](=[CH:25][C:24]([C:27]([F:28])([F:29])[F:30])=[CH:23][CH:22]=2)[N:17]([CH2:16][CH:15]=[O:14])[C:18](=[O:33])[CH:19]=1. Reported procedure: To 2 mL of a dichloromethane solution containing 30 μL of oxalyl chloride, 50 μL of dimethylsulfoxide was added dropwise under nitrogen atmosphere at −60° C., and stirred for 13 min. 6 mL of a dichloromethane solution containing 0.08 g of 1-(2-hydroxyethyl)-4-methoxy-7-trifluoromethylquinolin-2(1H)-one was added dropwise at the same temperature, and stirred for 10 min. After 0.16 mL of triethylamine was added at the same temperature, it was stirred at room temperature for 1 hour, and water was a... Isolated yield 20.6%. The product is CNC([C@@H](NC([C@@H](N[C@H](CCSC)C(=O)O)CC(C)C)=O)CC1=CC=C(C=C1)OC)=O (N[1-(R)-Carboxy-3-methylthiopropyl]-L-leucyl-O-methyl-L-tyrosine N-Methylamide). As a reaction SMILES: [CH3:1][NH:2][C:3](=[O:32])[C@H:4]([CH2:23][C:24]1[CH:29]=[CH:28][C:27]([O:30][CH3:31])=[CH:26][CH:25]=1)[NH:5][C:6](=[O:22])[C@H:7]([CH2:18][CH:19]([CH3:21])[CH3:20])[NH:8][C@@H:9]([C:14]([O:16]C)=[O:15])[CH2:10][CH2:11][S:12][CH3:13].O.CC(O)=O>CO.[OH-].[Na+]>[CH3:1][NH:2][C:3](=[O:32])[C@H:4]([CH2:23][C:24]1[CH:25]=[CH:26][C:27]([O:30][CH3:31])=[CH:28][CH:29]=1)[NH:5][C:6](=[O:22])[C@H:7]([CH2:18][CH:19]([CH3:20])[CH3:21])[NH:8][C@@H:9]([C:14]([OH:16])=[O:15])[CH2:10][CH2:11][S:12][CH3:13] |f:4.5|. The solvent is [OH-].[Na+] (NaOH), CO (MeOH), [OH-].[Na+] (NaOH). The reactants are CC(=O)O (AcOH), CNC([C@@H](NC([C@@H](N[C@H](CCSC)C(=O)OC)CC(C)C)=O)CC1=CC=C(C=C1)OC)=O (N[1-(R)-Carbomethoxy-3-methylthiopropyl]-L-leucyl-O-methyl-L-tyrosine N-methylamide), O (H2O). Procedure details: N[1-(R)-Carbomethoxy-3-methylthiopropyl]-L-leucyl-O-methyl-L-tyrosine N-methylamide (100 mg, 0.2 mM) was dissolved in MeOH (10 ml) and treated with IN NaOH (0.25 ml, 0.25 mM). After 18 h another portion of IN NaOH (0.5 ml, 0.5 mM) and H2O (2 ml) were added. After a further 18 h the reaction mixture was acidified with AcOH and evaporated in vacuo. The resulting white solid was chromatographed on C18 -Silica eluting with a gradient of 10% to 40% MeOH in H2O. The relevant fractions were pooled and ... Starting materials: CC(C)C(NC(=O)OC(C)(C)C)C(=O)O, CN1CCCCC1, Cc1c(C(C)N)sc2ccccc12, CC(C)COC(=O)Cl, ClCCl, O. Product: Cc1c(C(C)NC(=O)C(NC(=O)OC(C)(C)C)C(C)C)sc2ccccc12. As a reaction SMILES: [C:8]([CH3:9])([CH3:10])([CH3:11])[O:12][C:13](=[O:14])[NH:15][CH:16]([CH:17]([CH3:18])[CH3:19])[C:20](=[O:21])[OH:22].[CH3:1][N:2]1[CH2:3][CH2:4][CH2:5][CH2:6][CH2:7]1.[CH3:31][c:32]1[c:33]2[c:34]([s:35][c:36]1[CH:37]([CH3:38])[NH2:39])[cH:40][cH:41][cH:42][cH:43]2.[Cl:23][C:24]([O:25][CH2:26][CH:27]([CH3:28])[CH3:29])=[O:30].[Cl:44][CH2:45][Cl:46].[OH2:47]>>[C:8]([CH3:9])([CH3:10])([CH3:11])[O:12][C:13](=[O:14])[NH:15][CH:16]([CH:17]([CH3:18])[CH3:19])[C:20](=[O:22])[NH:39][CH:37]([c:36]1[c:32]([CH3:31])[c:33]2[c:34]([s:35]1)[cH:40][cH:41][cH:42][cH:43]2)[CH3:38].